This data is from the Open Reaction Database (ORD), a public repository of structured organic reaction records. The task is: describe an organic reaction: reactants, conditions, products, and yield As a reaction SMILES: [C:1]([O:5][C:6]([N:8]1[CH:17]([C:18](=O)[NH:19][CH2:20][C:21](=O)[C:22]2[CH:27]=[CH:26][CH:25]=[CH:24][CH:23]=2)[CH2:16][C:15]2[C:10](=[CH:11][CH:12]=[CH:13][CH:14]=2)[CH2:9]1)=[O:7])([CH3:4])([CH3:3])[CH3:2].CC(O)=O.[OH-].[NH4+:35]>C(OCC)C>[C:1]([O:5][C:6]([N:8]1[CH:17]([C:18]2[NH:19][CH:20]=[C:21]([C:22]3[CH:27]=[CH:26][CH:25]=[CH:24][CH:23]=3)[N:35]=2)[CH2:16][C:15]2[C:10](=[CH:11][CH:12]=[CH:13][CH:14]=2)[CH2:9]1)=[O:7])([CH3:4])([CH3:3])[CH3:2] |f:2.3|. Yields the product C(C)(C)(C)OC(=O)N1CC2=CC=CC=C2CC1C=1NC=C(N1)C1=CC=CC=C1 (3-(4-phenyl-1H-imidazol-2-yl)-3,4,-dihydro-1H-isoquinoline-2-carboxylic acid tert-butyl ester). The reactants are C(C)(C)(C)OC(=O)N1CC2=CC=CC=C2CC1C(NCC(C1=CC=CC=C1)=O)=O (3-(2-oxo-2-phenyl-ethylcarbamoyl)-3,4-dihydro-1H-isoquinoline-2-carboxylic acid tert butyl ester), ice, [OH-].[NH4+] (ammonium hydroxide), NH4OAc, CC(=O)O (AcOH). Run in C(C)OCC (ethyl ether). Procedure details: The product prepared in Step A above (3.55 g, 9 mmol), NH4OAc (ammonium acetate) (20.8 g, 270 mmol) and AcOH (acetic acid) (30 mL) were combined at room temperature and the reaction mixture was warmed on a steam bath for about 3 hours. The reaction mixture was then cooled to room temperature and poured into an ice slurry mix (400 g). To this mixture was added concentrated ammonium hydroxide (50 mL) and ethyl ether. The layers were separated, and the aqueous phase washed with a second portion of ...